This data is from the Open Reaction Database (ORD), a public repository of structured organic reaction records. The task is: describe an organic reaction: reactants, conditions, products, and yield Reactants: ClCCl, CC(C)(C)OC(=O)N1CCC2(CC1)N=C(c1ccccc1)NC2=O, O=C(O)C(F)(F)F. The product is O=C1NC(c2ccccc2)=NC12CCNCC2. Reaction SMILES: [Cl:32][CH2:33][Cl:34].[O:1]=[C:2]1[NH:3][C:4]([c:19]2[cH:20][cH:21][cH:22][cH:23][cH:24]2)=[N:5][C:6]12[CH2:7][CH2:8][N:9]([C:12]([O:13][C:14]([CH3:15])([CH3:16])[CH3:17])=[O:18])[CH2:10][CH2:11]2.[OH:25][C:26]([C:27]([F:28])([F:29])[F:30])=[O:31]>>[O:1]=[C:2]1[NH:3][C:4]([c:19]2[cH:20][cH:21][cH:22][cH:23][cH:24]2)=[N:5][C:6]12[CH2:7][CH2:8][NH:9][CH2:10][CH2:11]2.